Dataset: the Open Reaction Database (ORD), a public repository of structured organic reaction records. Task: describe an organic reaction: reactants, conditions, products, and yield Reactants: [Cl-].[NH4+] (ammonium chloride), CC(C)([O-])C.[K+] (potassium t-butoxide), C(C)(C)(C)OC(NC(CN(C1=C(C=CC=C1)C)C(CBr)=O)(C)C)=O ({2-[(2-Bromoacetyl)-(2-methylphenyl)amino]-1,1-dimethylethyl}carbamic acid t-butyl ester). Run in O (water), O1CCCC1 (tetrahydrofuran), O1CCCC1 (tetrahydrofuran). Run at time 10 minute. The product is C(C)(C)(C)OC(=O)N1C(CN(C(C1)=O)C1=C(C=CC=C1)C)(C)C (2,2-Dimethyl-4-(2-methylphenyl)-5-oxopiperazine-1-carboxylic acid t-butyl ester). Yield: 70.7%. As a reaction SMILES: CC(C)([O-])C.[K+].[C:7]([O:11][C:12](=[O:30])[NH:13][C:14]([CH3:29])([CH3:28])[CH2:15][N:16]([C:24](=[O:27])[CH2:25]Br)[C:17]1[CH:22]=[CH:21][CH:20]=[CH:19][C:18]=1[CH3:23])([CH3:10])([CH3:9])[CH3:8].[Cl-].[NH4+]>O1CCCC1.O>[C:7]([O:11][C:12]([N:13]1[CH2:25][C:24](=[O:27])[N:16]([C:17]2[CH:22]=[CH:21][CH:20]=[CH:19][C:18]=2[CH3:23])[CH2:15][C:14]1([CH3:29])[CH3:28])=[O:30])([CH3:10])([CH3:9])[CH3:8] |f:0.1,3.4|. Procedure details: A solution of 1.3 g of potassium t-butoxide (12.0 mmol) in tetrahydrofuran (80 ml) was added to a solution of 3.2 g of {2-[(2-bromoacetyl)-(2-methylphenyl)amino]-1,1-dimethylethyl}carbamic acid t-butyl ester obtained in Example (51b) (8.0 mmol) in tetrahydrofuran (80 ml) under a nitrogen atmosphere and under cooling in a dry ice-acetone bath over 30 minutes, and the mixture was stirred at the same temperature for 10 minutes. A saturated ammonium chloride aqueous solution was added to the reactio...